describe an organic reaction: reactants, conditions, products, and yield From a dataset of the Open Reaction Database (ORD), a public repository of structured organic reaction records. Reactants: Cc1cc2c(C(F)(F)F)c(C#N)ccc2[nH]1, CC(O)CCl. The product is Cc1cc2c(C(F)(F)F)c(C#N)ccc2n1CC(C)O. RXN SMILES: [CH3:1][c:2]1[nH:3][c:4]2[cH:5][cH:6][c:7]([C:15]#[N:16])[c:8]([C:11]([F:12])([F:13])[F:14])[c:9]2[cH:10]1.[Cl:17][CH2:18][CH:19]([CH3:20])[OH:21]>>[CH3:1][c:2]1[n:3]([CH2:18][CH:19]([CH3:20])[OH:21])[c:4]2[cH:5][cH:6][c:7]([C:15]#[N:16])[c:8]([C:11]([F:12])([F:13])[F:14])[c:9]2[cH:10]1. Reactants: ClC1=C(C=NC2=CC(=CC(=C12)OC1CCN(CC1)C)OC)C#N (4-chloro-3-cyano-7-methoxy-5-[(1-methylpiperidin-4-yl)oxy]quinoline), COCC#CC1=C2C(=C(N)C=C1)OCO2 (4-(3-methoxyprop-1-ynyl)-2,3-methylendioxyaniline), solution, solution, Cl (hydrogen chloride), C(C)#N (acetonitrile), Cl (hydrogen chloride), C1(=C(C(=C(C(=C1F)F)F)N)F)N.Cl.Cl (dihydrochloride). The solvent is C(CC)O (1-propanol), C(C)OCC (diethyl ether), C(C)OCC (diethyl ether). Product: Cl.Cl.C(#N)C=1C=NC2=CC(=CC(=C2C1NC1=C2C(=C(C=C1)C#CCOC)OCO2)OC2CCN(CC2)C)OC (3-cyano-7-methoxy-5-[(1-methylpiperidin-4-yl)oxy]4-[4-(3-methoxyprop-1-ynyl)-2,3-methylenedioxyanilino]quinoline dihydrochloride salt), solid. As a reaction SMILES: [Cl:1][C:2]1[C:11]2[C:6](=[CH:7][C:8]([O:20][CH3:21])=[CH:9][C:10]=2[O:12][CH:13]2[CH2:18][CH2:17][N:16]([CH3:19])[CH2:15][CH2:14]2)[N:5]=[CH:4][C:3]=1[C:22]#[N:23].[CH3:24][O:25][CH2:26][C:27]#[C:28][C:29]1[CH:35]=[CH:34][C:32]([NH2:33])=[C:31]2[O:36][CH2:37][O:38][C:30]=12.[ClH:39].C1(N)C(F)=C(F)C(F)=C(N)C=1F.Cl.Cl.C(#N)C>C(O)CC.C(OCC)C>[ClH:1].[ClH:39].[C:22]([C:3]1[CH:4]=[N:5][C:6]2[C:11]([C:2]=1[NH:33][C:32]1[CH:34]=[CH:35][C:29]([C:28]#[C:27][CH2:26][O:25][CH3:24])=[C:30]3[O:38][CH2:37][O:36][C:31]=13)=[C:10]([O:12][CH:13]1[CH2:18][CH2:17][N:16]([CH3:19])[CH2:15][CH2:14]1)[CH:9]=[C:8]([O:20][CH3:21])[CH:7]=2)#[N:23] |f:3.4.5,9.10.11|. Procedure: A mixture of 4-chloro-3-cyano-7-methoxy-5-[(1-methylpiperidin-4-yl)oxy]quinoline (165 mg) and 4-(3-methoxyprop-1-ynyl)-2,3-methylendioxyaniline (123 mg) in 1-propanol (10 ml) was treated with a 1.0M solution of hydrogen chloride in diethyl ether (0.5 ml) then stirred and heated at reflux for 2 hours. On cooling a solid precipitated from the reaction mixture. The resulting suspension was basified with aqueous ammonia and evaporated to a gum. This residue was purified by multi-injection preparativ... The reactants are N(=O)[O-].[Na+] (sodium nitrite), NC1=C(C(=NS1)C)C#N (5-amino-4-cyano-3-methylisothiazole), O (water). The reagents and catalysts are N(=O)[O-].[Na+] (sodium nitrite). Solvent: C(=O)O (formic acid). The product is C(#N)C=1C(=NSC1NN=O)C (4-cyano-3-methyl-5-nitrosoaminoisothiazole). Yield: 51533.2%. As a reaction SMILES: [NH2:1][C:2]1[S:6][N:5]=[C:4]([CH3:7])[C:3]=1[C:8]#[N:9].[N:10]([O-])=[O:11].[Na+].O>C(O)=O.N([O-])=O.[Na+]>[C:8]([C:3]1[C:4]([CH3:7])=[N:5][S:6][C:2]=1[NH:1][N:10]=[O:11])#[N:9] |f:1.2,5.6|. Reported procedure: First, 4 g (0.028 mol) of 5-amino-4-cyano-3-methylisothiazole was dissolved in 40 mL of 98% formic acid. While the mixture was stirred, an aqueous sodium nitrite solution (containing 2.1 g (0.03 mmol) of sodium nitrite in 6 mL of water) was added dropwise at 0° C. or less. After completion of dropwise addition, the mixture was continuously stirred at 0° C. further for one hour. To the solution, 100 mL of water was added to precipitate crystals, which were collected by filtration and washed with ... Reactants: CCOC(=O)C(CCCCCCCl)(CCCC(F)(F)C(F)(F)F)C(=O)OCC, CC(C)=O, [I-], [Na+], O. As a reaction SMILES: [CH2:1]([CH3:2])[O:3][C:4]([C:5]([C:6](=[O:7])[O:8][CH2:9][CH3:10])([CH2:11][CH2:12][CH2:13][C:14]([C:15]([F:16])([F:17])[F:18])([F:19])[F:20])[CH2:21][CH2:22][CH2:23][CH2:24][CH2:25][CH2:26][Cl:27])=[O:28].[CH3:32][C:33](=[O:34])[CH3:35].[I-:30].[Na+:29].[OH2:31]>>[CH2:1]([CH3:2])[O:3][C:4]([C:5]([C:6](=[O:7])[O:8][CH2:9][CH3:10])([CH2:11][CH2:12][CH2:13][C:14]([C:15]([F:16])([F:17])[F:18])([F:19])[F:20])[CH2:21][CH2:22][CH2:23][CH2:24][CH2:25][CH2:26][I:30])=[O:28]. Product: CCOC(=O)C(CCCCCCI)(CCCC(F)(F)C(F)(F)F)C(=O)OCC. Reactants: O (water), C(C)(C)(C)OC(=O)NCC=1N(C(C2=CC=C(C=C2C1C1=CC=CC=C1)OC(C(=O)O)(C)C)=O)CC(C)C (2-[(3-{[(tert-butoxycarbonyl)amino]methyl}-2-isobutyl-1-oxo-4-phenyl-1,2-dihydro-6-isoquinolinyl)oxy]-2-methylpropanoic acid), Cl.C(C)N=C=NCCCN(C)C (1-ethyl-3-(3-dimethylaminopropyl)carbodiimide hydrochloride), [NH4+].ON1N=NC2=C1C=CC=C2 (1-hydroxybenzotriazole ammonium salt). The solvent is CN(C=O)C (N,N-dimethylformamide). Product: C(C)(C)(C)OC(NCC=1N(C(C2=CC=C(C=C2C1C1=CC=CC=C1)OC(C(=O)N)(C)C)=O)CC(C)C)=O (tert-butyl[6-(2-amino-1,1-dimethyl-2-oxoethoxy)-2-isobutyl-1-oxo-4-phenyl-1,2-dihydro-3-isoquinolinyl]methylcarbamate). Yield: 93.6%. Reaction SMILES: [C:1]([O:5][C:6]([NH:8][CH2:9][C:10]1[N:11]([CH2:34][CH:35]([CH3:37])[CH3:36])[C:12](=[O:33])[C:13]2[C:18]([C:19]=1[C:20]1[CH:25]=[CH:24][CH:23]=[CH:22][CH:21]=1)=[CH:17][C:16]([O:26][C:27]([CH3:32])([CH3:31])[C:28](O)=[O:29])=[CH:15][CH:14]=2)=[O:7])([CH3:4])([CH3:3])[CH3:2].Cl.C([N:41]=C=NCCCN(C)C)C.[NH4+].ON1C2C=CC=CC=2N=N1.O>CN(C)C=O>[C:1]([O:5][C:6](=[O:7])[NH:8][CH2:9][C:10]1[N:11]([CH2:34][CH:35]([CH3:36])[CH3:37])[C:12](=[O:33])[C:13]2[C:18]([C:19]=1[C:20]1[CH:25]=[CH:24][CH:23]=[CH:22][CH:21]=1)=[CH:17][C:16]([O:26][C:27]([CH3:31])([CH3:32])[C:28]([NH2:41])=[O:29])=[CH:15][CH:14]=2)([CH3:2])([CH3:4])[CH3:3] |f:1.2,3.4|. Reported procedure: A solution of 2-[(3-{[(tert-butoxycarbonyl)amino]methyl}-2-isobutyl-1-oxo-4-phenyl-1,2-dihydro-6-isoquinolinyl)oxy]-2-methylpropanoic acid (0.20 g, 0.4 mmol), 1-ethyl-3-(3-dimethylaminopropyl)carbodiimide hydrochloride (0.15 g, 0.8 mmol) and 1-hydroxybenzotriazole ammonium salt (0.12 g, 0.8 mmol) in N,N-dimethylformamide (10 ml) was stirred at room temperature for 2 h. The reaction mixture was poured into water and extracted with ethyl acetate. The extract was washed with brine, dried over anhyd... Procedure: The title compound can be prepared from intermediate 27, 3-(benzyloxy)-9,9-dimethyl-4-oxo-4,6,7,9-tetrahydropyrimido-[2,1-c][1,4]oxazine-2-carboxylic acid and N-(2-(aminomethyl)-5-fluorophenyl)-5-methyl-1,3,4-thiadiazol-2-amine, derived from reduction of intermediate 124, 4-fluoro-2-(5-methyl-1,3,4-thiadiazol-2-ylamino)benzonitrile. LCMS (+ESI, M+H+) m/z 551. Reaction SMILES: [CH2:1]([O:8][C:9]1[C:18](=[O:19])[N:17]2[C:12]([C:13]([CH3:21])([CH3:20])[O:14][CH2:15][CH2:16]2)=[N:11][C:10]=1[C:22](O)=[O:23])[C:2]1[CH:7]=[CH:6][CH:5]=[CH:4][CH:3]=1.[NH2:25][CH2:26][C:27]1[CH:32]=[CH:31][C:30]([F:33])=[CH:29][C:28]=1[NH:34][C:35]1[S:36][C:37]([CH3:40])=[N:38][N:39]=1>>[F:33][C:30]1[CH:31]=[CH:32][C:27]([CH2:26][NH:25][C:22]([C:10]2[N:11]=[C:12]3[N:17]([C:18](=[O:19])[C:9]=2[O:8][CH2:1][C:2]2[CH:7]=[CH:6][CH:5]=[CH:4][CH:3]=2)[CH2:16][CH2:15][O:14][C:13]3([CH3:21])[CH3:20])=[O:23])=[C:28]([NH:34][C:35]2[S:36][C:37]([CH3:40])=[N:38][N:39]=2)[CH:29]=1. The product is FC1=CC(=C(CNC(=O)C=2N=C3C(OCCN3C(C2OCC2=CC=CC=C2)=O)(C)C)C=C1)NC=1SC(=NN1)C (N-(4-Fluoro-2-(5-methyl-1,3,4-thiadiazol-2-ylamino)benzyl)-3-(benzyloxy)-9,9-dimethyl-4-oxo-4,6,7,9-tetrahydropyrimido[2,1-c][1,4]oxazine-2-carboxamide). Starting materials: intermediate 27, C(C1=CC=CC=C1)OC1=C(N=C2C(OCCN2C1=O)(C)C)C(=O)O (3-(benzyloxy)-9,9-dimethyl-4-oxo-4,6,7,9-tetrahydropyrimido-[2,1-c][1,4]oxazine-2-carboxylic acid), NCC1=C(C=C(C=C1)F)NC=1SC(=NN1)C (N-(2-(aminomethyl)-5-fluorophenyl)-5-methyl-1,3,4-thiadiazol-2-amine).